This data is from the Open Reaction Database (ORD), a public repository of structured organic reaction records. The task is: describe an organic reaction: reactants, conditions, products, and yield Starting materials: BrC=1C(=CC(=C(C(=O)O)C1)OCC1=CC=C(C=C1)F)CN1CCOCC1 (5-bromo-2-{[(4-fluorophenyl)methyl]oxy}-4-(4-morpholinylmethyl)benzoic acid), CC1=NOC=C1N (3-methyl-4-isoxazolamine), C(C)(C)N(CC)C(C)C (diisopropylethylamine), ON1N=NC2=C1N=CC=C2 (1-hydroxy-7-azabenzotriazole), C(CCl)Cl (EDC). The solvent is CN(C=O)C (N,N-dimethylformamide). Reaction conditions: time 18 hour. Yields the product BrC=1C(=CC(=C(C(=O)NC=2C(=NOC2)C)C1)OCC1=CC=C(C=C1)F)CN1CCOCC1 (5-Bromo-2-{[(4-fluorophenyl)methyl]oxy}-N-(3-methyl-4-isoxazolyl)-4-(4-morpholinylmethyl)benzamide). Reaction SMILES: [Br:1][C:2]1[C:3]([CH2:20][N:21]2[CH2:26][CH2:25][O:24][CH2:23][CH2:22]2)=[CH:4][C:5]([O:11][CH2:12][C:13]2[CH:18]=[CH:17][C:16]([F:19])=[CH:15][CH:14]=2)=[C:6]([CH:10]=1)[C:7]([OH:9])=O.[CH3:27][C:28]1[C:32]([NH2:33])=[CH:31][O:30][N:29]=1.C(N(C(C)C)CC)(C)C.ON1C2N=CC=CC=2N=N1.C(Cl)CCl>CN(C)C=O>[Br:1][C:2]1[C:3]([CH2:20][N:21]2[CH2:26][CH2:25][O:24][CH2:23][CH2:22]2)=[CH:4][C:5]([O:11][CH2:12][C:13]2[CH:14]=[CH:15][C:16]([F:19])=[CH:17][CH:18]=2)=[C:6]([CH:10]=1)[C:7]([NH:33][C:32]1[C:28]([CH3:27])=[N:29][O:30][CH:31]=1)=[O:9]. Procedure details: To a solution of 5-bromo-2-{[(4-fluorophenyl)methyl]oxy}-4-(4-morpholinylmethyl)benzoic acid (may be prepared as described in Description 20; 150 mg, 0.35 mmol) in N,N-dimethylformamide (4 ml) was added 3-methyl-4-isoxazolamine (41.6 mg, 0.42 mmol), diisopropylethylamine (0.12 ml, 0.71 mmol), 1-hydroxy-7-azabenzotriazole (57.7 mg, 0.42 mmol) and EDC (102 mg, 0.53 mmol). The mixture was stirred for 18 hours, then the solvent removed in vacuo to give a residue. The residue was purified by column c... Reactants: C(C)C1=C2C=C(C(N(C2=CC(=N1)CC)CC1=CC=C(C=C1)C1=C(C=CC=C1)C=1N=NN(N1)C(C1=CC=CC=C1)(C1=CC=CC=C1)C1=CC=CC=C1)=O)C(=O)OCC (Ethyl 5,7-diethyl-2-oxo-1-[(2'-(2-triphenylmethyl-2H-tetrazol-5-yl)biphenyl-4-yl)methyl]-1,2-dihydro-1,6-naphthyridin-3-carboxylate), CO (methanol), Cl (hydrochloric acid). Procedure details: Ethyl 5,7-diethyl-2-oxo-1-[(2'-(2-triphenylmethyl-2H-tetrazol-5-yl)biphenyl-4-yl)methyl]-1,2-dihydro-1,6-naphthyridin-3-carboxylate (A) (0.42 g) was added to a mixture of methanol (5 ml), dichloromethane (1 ml) and concentrated hydrochloric acid (0.15 ml) and the mixture was stirred for 20 minutes. Volatile material was removed by evaporation and the residue was triturated with ether to give a white solid. The solid was purified by dissolution in hot ethanol and precipitation by adding ether to ... As a reaction SMILES: [CH2:1]([C:3]1[N:12]=[C:11]([CH2:13][CH3:14])[CH:10]=[C:9]2[C:4]=1[CH:5]=[C:6]([C:53]([O:55][CH2:56][CH3:57])=[O:54])[C:7](=[O:52])[N:8]2[CH2:15][C:16]1[CH:21]=[CH:20][C:19]([C:22]2[CH:27]=[CH:26][CH:25]=[CH:24][C:23]=2[C:28]2[N:29]=[N:30][N:31](C(C3C=CC=CC=3)(C3C=CC=CC=3)C3C=CC=CC=3)[N:32]=2)=[CH:18][CH:17]=1)[CH3:2].CO.[ClH:60]>ClCCl>[ClH:60].[CH2:1]([C:3]1[N:12]=[C:11]([CH2:13][CH3:14])[CH:10]=[C:9]2[C:4]=1[CH:5]=[C:6]([C:53]([O:55][CH2:56][CH3:57])=[O:54])[C:7](=[O:52])[N:8]2[CH2:15][C:16]1[CH:21]=[CH:20][C:19]([C:22]2[CH:27]=[CH:26][CH:25]=[CH:24][C:23]=2[C:28]2[NH:32][N:31]=[N:30][N:29]=2)=[CH:18][CH:17]=1)[CH3:2] |f:4.5|. Run at time 20 minute. The product is Cl.C(C)C1=C2C=C(C(N(C2=CC(=N1)CC)CC1=CC=C(C=C1)C1=C(C=CC=C1)C1=NN=NN1)=O)C(=O)OCC (ethyl 5,7-diethyl-2-oxo-1-[(2'-(1H-tetrazol-5-yl)biphenyl-4-yl)methyl]-1,2-dihydro-1,6-naphthyridine-3-carboxylate hydrochloride). Run in ClCCl (dichloromethane).